From a dataset of the Open Reaction Database (ORD), a public repository of structured organic reaction records. describe an organic reaction: reactants, conditions, products, and yield Reactants: [Al+3], ClCCl, [Cl-], [Cl-], [Cl-], O=C(Cl)c1ccc(Cl)cc1, Cl, N#CCc1ccc[nH]1. Yields the product N#CCc1ccc(C(=O)c2ccc(Cl)cc2)[nH]1. RXN SMILES: [Al+3:2].[CH2:24]([Cl:25])[Cl:26].[Cl-:1].[Cl-:3].[Cl-:4].[Cl:5][c:6]1[cH:7][cH:8][c:9]([C:10](=[O:11])[Cl:12])[cH:13][cH:14]1.[ClH:23].[nH:15]1[c:16]([CH2:20][C:21]#[N:22])[cH:17][cH:18][cH:19]1>>[Cl:5][c:6]1[cH:7][cH:8][c:9]([C:10](=[O:11])[c:19]2[nH:15][c:16]([CH2:20][C:21]#[N:22])[cH:17][cH:18]2)[cH:13][cH:14]1.